describe an organic reaction: reactants, conditions, products, and yield From a dataset of the Open Reaction Database (ORD), a public repository of structured organic reaction records. RXN SMILES: C(O[C:4](=[O:23])[NH:5][C:6]1[CH:11]=[CH:10][C:9]([O:12][C:13]2[CH:18]=[CH:17][CH:16]=[C:15]([C:19]([F:22])([F:21])[F:20])[CH:14]=2)=[CH:8][CH:7]=1)C.[CH3:24][O:25][CH:26]([O:30][CH3:31])[CH2:27][NH:28][CH3:29]>>[F:22][C:19]([F:20])([F:21])[C:15]1[CH:14]=[C:13]([CH:18]=[CH:17][CH:16]=1)[O:12][C:9]1[CH:8]=[CH:7][C:6]([NH:5][C:4]([N:28]([CH2:27][CH:26]([O:30][CH3:31])[O:25][CH3:24])[CH3:29])=[O:23])=[CH:11][CH:10]=1. Starting materials: C(C)OC(NC1=CC=C(C=C1)OC1=CC(=CC=C1)C(F)(F)F)=O (Ethyl[4-[3-(trifluoromethyl)phenoxy]-phenyl]carbamate), COC(CNC)OC (N-(2,2-dimethoxyethyl) methanamine). Conditions: temperature 120 celsius. Yields the product FC(C=1C=C(OC2=CC=C(C=C2)NC(=O)N(C)CC(OC)OC)C=CC1)(F)F (N-[4-[3-(TRIFLUOROMETHYL)PHENOXY]PHENYL]-N'-(2,2-DIMETHOXYETHYL)-N'-METHYLUREA). Procedure: Ethyl[4-[3-(trifluoromethyl)phenoxy]-phenyl]carbamate (7.1 grams; 0.02 mol) and N-(2,2-dimethoxyethyl) methanamine (15 ml) were charged into a glass reaction vessel equipped with mechanical stirrer, thermometer and reflux condenser. The mixture was refluxed for about 36 hours at a temperature of about 120° C. The product was recrystallized from ethyl acetate, then recrystallized from hexane giving the desired product having a melting point of 86°-88° C. Reactants: ClC1=CC=C(CCl)C=C1 (4-chlorobenzyl chloride), CC1(CC(CC(C1)=O)=O)C (dimedone), [OH-].[K+] (potassium hydroxide), [OH-].[K+] (potassium hydroxide). Run in O (water). Run at temperature 59 celsius, time 2.75 hour. The product is ClC1=CC=C(CC2C(CC(CC2=O)(C)C)=O)C=C1 (2-(4-chlorobenzyl)-5,5-dimethylcyclohexane-1,3-dione). Isolated yield 42.0%. Reaction SMILES: [CH3:1][C:2]1([CH3:10])[CH2:7][C:6](=[O:8])[CH2:5][C:4](=[O:9])[CH2:3]1.[OH-].[K+].[Cl:13][C:14]1[CH:21]=[CH:20][C:17]([CH2:18]Cl)=[CH:16][CH:15]=1>O>[Cl:13][C:14]1[CH:21]=[CH:20][C:17]([CH2:18][CH:5]2[C:6](=[O:8])[CH2:7][C:2]([CH3:10])([CH3:1])[CH2:3][C:4]2=[O:9])=[CH:16][CH:15]=1 |f:1.2|. Procedure details: 449 g (3.21 mols) dimedone (5,5-dimethylcyclohexane-1,3-dione) were added to a solution of aqueous potassium hydroxide comprising 166 g of 85% potassium hydroxide (2.52 mols) in 700 ml of water. The mixture was then warmed and a clear orange solution was obtained at 47° C. The solution was then heated to 59° C. and 544 g (3.21 mols) molten 4-chlorobenzyl chloride were added over a period of 1 hour with further heating to 85° C. Heating was continued for a further 2.5 to 3 hours up to a temperatu... Reactants: CNC(=O)C(=NOC)c1ccccc1Oc1ccccc1, ClCCl, O, O=S(=O)(Cl)Cl. Yields the product CNC(=O)C(=NOC)c1ccccc1Oc1ccc(Cl)cc1. RXN SMILES: [CH3:1][NH:2][C:3]([C:4](=[N:5][O:6][CH3:7])[c:8]1[c:9]([O:14][c:15]2[cH:16][cH:17][cH:18][cH:19][cH:20]2)[cH:10][cH:11][cH:12][cH:13]1)=[O:21].[Cl:27][CH2:28][Cl:29].[OH2:30].[S:22]([Cl:23])(=[O:24])([Cl:25])=[O:26]>>[CH3:1][NH:2][C:3]([C:4](=[N:5][O:6][CH3:7])[c:8]1[c:9]([O:14][c:15]2[cH:16][cH:17][c:18]([Cl:25])[cH:19][cH:20]2)[cH:10][cH:11][cH:12][cH:13]1)=[O:21]. Reactants: CCN=C=NCCCN(C)C, CCOC(C)=O, CCN(C(C)C)C(C)C, O=C(O)c1cc2cc(Cl)ccc2[nH]1, ClCCl, N#CCN1C(=O)C(N)Cc2ccccc21, On1nnc2ccccc21. The product is N#CCN1C(=O)C(NC(=O)c2cc3cc(Cl)ccc3[nH]2)Cc2ccccc21. RXN SMILES: [CH3:33][CH2:34][N:35]=[C:36]=[N:37][CH2:38][CH2:39][CH2:40][N:41]([CH3:42])[CH3:43].[CH3:62][CH2:63][O:64][C:65]([CH3:66])=[O:67].[CH:24]([N:25]([CH2:26][CH3:27])[CH:28]([CH3:29])[CH3:30])([CH3:31])[CH3:32].[Cl:11][c:12]1[cH:13][c:14]2[cH:15][c:16]([C:21](=[O:22])[OH:23])[nH:17][c:18]2[cH:19][cH:20]1.[Cl:59][CH2:60][Cl:61].[NH2:44][CH:45]1[C:46](=[O:58])[N:47]([CH2:55][C:56]#[N:57])[c:48]2[cH:49][cH:50][cH:51][cH:52][c:53]2[CH2:54]1.[OH:1][n:2]1[c:3]2[c:4]([cH:5][cH:6][cH:7][cH:8]2)[n:9][n:10]1>>[Cl:11][c:12]1[cH:13][c:14]2[cH:15][c:16]([C:21](=[O:23])[NH:44][CH:45]3[C:46](=[O:58])[N:47]([CH2:55][C:56]#[N:57])[c:48]4[cH:49][cH:50][cH:51][cH:52][c:53]4[CH2:54]3)[nH:17][c:18]2[cH:19][cH:20]1. The reactants are C1(CCCCC1)CC(=O)O (cyclohexylacetic acid), Cl.C(C(C)C)OC([C@@H](N)C)=O (L-alanine iso-butyl ester hydrochloride). Product: C(C(C)C)OC([C@@H](NC(CC1CCCCC1)=O)C)=O (N-(cyclohexylacetyl)-L-alanine iso-butyl ester). As a reaction SMILES: [CH:1]1([CH2:7][C:8]([OH:10])=O)[CH2:6][CH2:5][CH2:4][CH2:3][CH2:2]1.Cl.[CH2:12]([O:16][C:17](=[O:21])[C@H:18]([CH3:20])[NH2:19])[CH:13]([CH3:15])[CH3:14]>>[CH2:12]([O:16][C:17](=[O:21])[C@H:18]([CH3:20])[NH:19][C:8](=[O:10])[CH2:7][CH:1]1[CH2:2][CH2:3][CH2:4][CH2:5][CH2:6]1)[CH:13]([CH3:15])[CH3:14] |f:1.2|. Procedure: Following General Procedure BB above, and using cyclohexylacetic acid (Aldrich) and L-alanine iso-butyl ester hydrochloride (from Example BB above), the title compound was prepared as a solid having a melting point of 92° C.-93° C. The reaction was monitored by tlc on silica gel (Rf=0.39 in 1:3 EtOAc:hexane) and purification was by extraction with Et2O followed by washes with aqueous K2CO3 and aqueous HCl. Reactants: ClC=1C=C(C=CC1S(=O)(=O)C)\C(\C(=O)O)=N/OCC(C)C ((E)-(3-chloro-4-methanesulfonyl-phenyl)-isobutoxyimino-acetic acid), O-(7-Azabenzotriazole-1-yl)-N,N,N′N′-tetramethyluronium hexafluoro-phosphate, NC=1SC2=C(N1)C=CC=C2 (2-aminobenzothiazole), C(C)(C)N(C(C)C)CC (N,N-diisopropylethylamine). Run in C(Cl)Cl (methylene chloride). Reaction conditions: time 2 hour. Product: S1C(=NC2=C1C=CC=C2)NC(/C(=N/OCC(C)C)/C2=CC(=C(C=C2)S(=O)(=O)C)Cl)=O ((E)-N-benzothiazol-2-yl-2-(3-chloro-4-methanesulfonyl-phenyl)-2-isobutoxyimino-acetamide). Isolated yield 59.5%. Reaction SMILES: [Cl:1][C:2]1[CH:3]=[C:4](/[C:12](=[N:16]\[O:17][CH2:18][CH:19]([CH3:21])[CH3:20])/[C:13]([OH:15])=O)[CH:5]=[CH:6][C:7]=1[S:8]([CH3:11])(=[O:10])=[O:9].[NH2:22][C:23]1[S:24][C:25]2[CH:31]=[CH:30][CH:29]=[CH:28][C:26]=2[N:27]=1.C(N(CC)C(C)C)(C)C>C(Cl)Cl>[S:24]1[C:25]2[CH:31]=[CH:30][CH:29]=[CH:28][C:26]=2[N:27]=[C:23]1[NH:22][C:13](=[O:15])/[C:12](/[C:4]1[CH:5]=[CH:6][C:7]([S:8]([CH3:11])(=[O:9])=[O:10])=[C:2]([Cl:1])[CH:3]=1)=[N:16]/[O:17][CH2:18][CH:19]([CH3:21])[CH3:20]. Reported procedure: (E)-(3-chloro-4-methanesulfonyl-phenyl)-isobutoxyimino-acetic acid (prepared as in Example 24, 104 mg, 0.31 mmol), 2-aminobenzothiazole (47 mg, 0.31 mmol) and N,N-diisopropylethylamine (163 μL, 0.94 mmol) were combined in methylene chloride (1.5 mL) and cooled in an ice bath. O-(7-Azabenzotriazole-1-yl)-N,N,N′N′-tetramethyluronium hexafluoro-phosphate (119 mg, 0.31 mmol) was added and the ice bath was removed. After stirring 2 h, the reaction mixture was evaporated in vacuo. The residue was trea... The reactants are BrCCCN1N=C(C=C1C(=O)OC)C(=O)OC (Dimethyl 1-(3-Bromopropyl)pyrazole-3,5-dicarboxylate), [N-]=[N+]=[N-].[Na+] (NaN3). Run in O (H2O), CS(=O)C (DMSO). Conditions: temperature 25 celsius, time 5 hour. Product: N(=[N+]=[N-])CCCN1N=C(C=C1C(=O)OC)C(=O)OC (Dimethyl 1-(3-Azidopropyl)pyrazole-3,5-dicarboxylate). RXN SMILES: Br[CH2:2][CH2:3][CH2:4][N:5]1[C:9]([C:10]([O:12][CH3:13])=[O:11])=[CH:8][C:7]([C:14]([O:16][CH3:17])=[O:15])=[N:6]1.[N-:18]=[N+:19]=[N-:20].[Na+]>CS(C)=O.O>[N:18]([CH2:2][CH2:3][CH2:4][N:5]1[C:9]([C:10]([O:12][CH3:13])=[O:11])=[CH:8][C:7]([C:14]([O:16][CH3:17])=[O:15])=[N:6]1)=[N+:19]=[N-:20] |f:1.2|. Procedure: A solution of 5-1 (1.0 g, 3.45 mmol) in 10 ml DMSO was treated with NaN3 (0.883 g, 13.8 mmol) and mixture stirred at 25° C. for 5 h. Next, the reaction mixture was diluted with 100 ml of H2O and then extracted with ethyl acetate (3×100 ml). The combined organic extracts were washed with water (2×100 ml) and brine (1×100 ml), dried over Na2SO4 and evaporated to give 5-2 as a colorless oil. Starting materials: FC(C(C(C(=O)Cl)(F)F)(F)F)(F)F (heptafluorobutyric acid chloride), C(CCCCCCCCC)OC1=CC=C(C(=O)NN)C=C1 (4-n-decyloxybenzoic acid hydrazide), ice water. Run in N1=CC=CC=C1 (pyridine). Conditions: time 2 hour. Product: C(CCCCCCCCC)OC1=CC=C(C(=O)NNC(C(C(C(F)(F)F)(F)F)(F)F)=O)C=C1 (N-(4-n-decyloxybenzoyl)-N'-heptafluorobutyrylhydrazine). As a reaction SMILES: [CH2:1]([O:11][C:12]1[CH:21]=[CH:20][C:15]([C:16]([NH:18][NH2:19])=[O:17])=[CH:14][CH:13]=1)[CH2:2][CH2:3][CH2:4][CH2:5][CH2:6][CH2:7][CH2:8][CH2:9][CH3:10].[F:22][C:23]([F:34])([F:33])[C:24]([F:32])([F:31])[C:25]([F:30])([F:29])[C:26](Cl)=[O:27]>N1C=CC=CC=1>[CH2:1]([O:11][C:12]1[CH:21]=[CH:20][C:15]([C:16]([NH:18][NH:19][C:26](=[O:27])[C:25]([F:29])([F:30])[C:24]([F:31])([F:32])[C:23]([F:34])([F:33])[F:22])=[O:17])=[CH:14][CH:13]=1)[CH2:2][CH2:3][CH2:4][CH2:5][CH2:6][CH2:7][CH2:8][CH2:9][CH3:10]. Reported procedure: 46.8 g of 4-n-decyloxybenzoic acid hydrazide are dissolved in 320 ml of pyridine. 23.7 ml of heptafluorobutyric acid chloride are added dropwise at room temperature and the mixture is stirred for a further 11/2 hours. It is then poured on 1600 ml of ice/water, and the crystals are filtered off with suction and rinsed with water. Recrystallization from toluene gives 39.9 g of N-(4-n-decyloxybenzoyl)-N'-heptafluorobutyrylhydrazine of melting point 88° C.